Dataset: the Open Reaction Database (ORD), a public repository of structured organic reaction records. Task: describe an organic reaction: reactants, conditions, products, and yield Starting materials: ClC1=C(C2=C(C(=NO2)NC2=CC(=CC=C2)C(F)(F)F)C=C1)C(=O)OC (methyl 6-chloro-3-(3-(trifluoromethyl)phenylamino)benzo[d]isoxazole-7-carboxylate), solution, [Li+].[OH-] (LiOH), monohydrate. The solvent is O1CCOCC1 (dioxane). Conditions: temperature 50 celsius. Yields the product ClC1=C(C2=C(C(=NO2)NC2=CC(=CC=C2)C(F)(F)F)C=C1)C(=O)O (6-chloro-3-(3-(trifluoromethyl)phenylamino)benzo[d]isoxazole-7-carboxylic acid). As a reaction SMILES: [Cl:1][C:2]1[CH:21]=[CH:20][C:5]2[C:6]([NH:9][C:10]3[CH:15]=[CH:14][CH:13]=[C:12]([C:16]([F:19])([F:18])[F:17])[CH:11]=3)=[N:7][O:8][C:4]=2[C:3]=1[C:22]([O:24]C)=[O:23].[Li+].[OH-]>O1CCOCC1>[Cl:1][C:2]1[CH:21]=[CH:20][C:5]2[C:6]([NH:9][C:10]3[CH:15]=[CH:14][CH:13]=[C:12]([C:16]([F:18])([F:17])[F:19])[CH:11]=3)=[N:7][O:8][C:4]=2[C:3]=1[C:22]([OH:24])=[O:23] |f:1.2|. Procedure details: To a solution of methyl 6-chloro-3-(3-(trifluoromethyl)phenylamino)benzo[d]isoxazole-7-carboxylate (1.0 g, 2.8 mmol) in dioxane (30 mL) was added a 1N solution of LiOH, monohydrate (0.59 g, 14 mmol). The reaction mixture was heated at 50° C. for 2 h. The solvent was removed and to the aqueous solution was added 2N HCl until pH 4. The precipitate formed was collected by filtration, washed with water (5 mL) and dried to give 6-chloro-3-(3-(trifluoromethyl)phenylamino)benzo[d]isoxazole-7-carboxylic...